This data is from the Open Reaction Database (ORD), a public repository of structured organic reaction records. The task is: describe an organic reaction: reactants, conditions, products, and yield The reactants are CC1=C2C(N(C(=NC2=CC=C1)C(CC#C)NC1=C2N=CNC2=NC=N1)C1=CC=CC=C1)=O (5-methyl-3-phenyl-2-[1-(9H-purin-6-ylamino)-but-3-ynyl]-3H-quinazolin-4-one), NC1=NC(=C2NC=NC2=N1)Br (2-amino-6-bromopurine), BrC1=C2NC=NC2=NC=N1 (6-bromopurine). Product: NC1=NC(=C2N=CNC2=N1)NC(CC#C)C1=NC2=CC=CC(=C2C(N1C1=CC=CC=C1)=O)C (2-[1-(2-amino-9H-purin-6-ylamino)-but-3-ynyl]-5-methyl-3-phenyl-3H-quinazolin-4-one). Reaction SMILES: [CH3:1][C:2]1[CH:11]=[CH:10][CH:9]=[C:8]2[C:3]=1[C:4](=[O:32])[N:5]([C:26]1[CH:31]=[CH:30][CH:29]=[CH:28][CH:27]=1)[C:6]([CH:12]([NH:16][C:17]1[N:25]=[CH:24][N:23]=[C:22]3[C:18]=1[N:19]=[CH:20][NH:21]3)[CH2:13][C:14]#[CH:15])=[N:7]2.[NH2:33]C1N=C2C(NC=N2)=C(Br)N=1.BrC1N=CN=C2C=1NC=N2>>[NH2:33][C:24]1[N:23]=[C:22]2[C:18]([N:19]=[CH:20][NH:21]2)=[C:17]([NH:16][CH:12]([C:6]2[N:5]([C:26]3[CH:31]=[CH:30][CH:29]=[CH:28][CH:27]=3)[C:4](=[O:32])[C:3]3[C:8](=[CH:9][CH:10]=[CH:11][C:2]=3[CH3:1])[N:7]=2)[CH2:13][C:14]#[CH:15])[N:25]=1. Procedure details: Compound 165 was prepared following the general procedure described above for the preparation of compound 161, but 2-amino-6-bromopurine was substituted for 6-bromopurine in step D. ESI-MS m/z=437 (MH+). Reaction conditions: time 15 minute. Reactants: C(C)(=O)OCC=1CS[C@H]2N(C1C(=O)[O-])C([C@H]2NC=O)=O.[Na+] (Sodium 3-acetoxymethyl-7β-formamidoceph-3-em-4-carboxylate), CS (methanethiol), thiol. As a reaction SMILES: C(O[CH2:5][C:6]1[CH2:7][S:8][C@@H:9]2[C@H:16]([NH:17][CH:18]=[O:19])[C:15](=[O:20])[N:10]2[C:11]=1[C:12]([O-:14])=[O:13])(=O)C.[Na+].[CH3:22][SH:23]>O>[CH:18]([NH:17][C@@H:16]1[C:15](=[O:20])[N:10]2[C:11]([C:12]([OH:14])=[O:13])=[C:6]([CH2:5][S:23][CH3:22])[CH2:7][S:8][C@H:9]12)=[O:19] |f:0.1|. The solvent is O (water). Procedure: Sodium 3-acetoxymethyl-7β-formamidoceph-3-em-4-carboxylate (3.22 g., 0.01 mole) in water (50 ml.) was treated with methanethiol (1.44 g., 0.03 mole) in a sealed glass tube at 70° for 2 hr. The contents of the tube were transferred to an open vessel and stirred at room temperature for 15 min. to allow the excess thiol to evaporate off. The solution was covered with ethyl acetate (50 ml.) and the pH of the aqueous layer adjusted to 1. The ethyl acetate layer was collected and combined with further... Product: C(=O)N[C@H]1[C@@H]2N(C(=C(CS2)CSC)C(=O)O)C1=O (7β-formamido-3-methylthiomethylceph-3-em-4-carboxylic acid).